Dataset: the Open Reaction Database (ORD), a public repository of structured organic reaction records. Task: describe an organic reaction: reactants, conditions, products, and yield Starting materials: C(C)(C)(C)OC(=O)NC1CCN(CC1)C(=O)OCC1=CC(=CC(=C1)C(F)(F)F)Br (3-Bromo-5-(trifluoromethyl)benzyl 4-((tert-butoxycarbonyl)amino)piperidine-1-carboxylate), CN(C)C=O (DMF). The reagents and catalysts are [C-]#N.[Zn+2].[C-]#N (zinc cyanide), C=1C=CC(=CC1)[P](C=2C=CC=CC2)(C=3C=CC=CC3)[Pd]([P](C=4C=CC=CC4)(C=5C=CC=CC5)C=6C=CC=CC6)([P](C=7C=CC=CC7)(C=8C=CC=CC8)C=9C=CC=CC9)[P](C=1C=CC=CC1)(C=1C=CC=CC1)C=1C=CC=CC1 (Pd(PPh3)4). Conditions: temperature 150 celsius. Yields the product C(C)(C)(C)OC(=O)NC1CCN(CC1)C(=O)OCC1=CC(=CC(=C1)C(F)(F)F)C#N (3-cyano-5-(trifluoromethyl)benzyl 4-((tert-butoxycarbonyl)amino)piperidine-1-carboxylate). RXN SMILES: [C:1]([O:5][C:6]([NH:8][CH:9]1[CH2:14][CH2:13][N:12]([C:15]([O:17][CH2:18][C:19]2[CH:24]=[C:23]([C:25]([F:28])([F:27])[F:26])[CH:22]=[C:21](Br)[CH:20]=2)=[O:16])[CH2:11][CH2:10]1)=[O:7])([CH3:4])([CH3:3])[CH3:2].[CH3:30][N:31](C=O)C>[C-]#N.[Zn+2].[C-]#N.C1C=CC([P]([Pd]([P](C2C=CC=CC=2)(C2C=CC=CC=2)C2C=CC=CC=2)([P](C2C=CC=CC=2)(C2C=CC=CC=2)C2C=CC=CC=2)[P](C2C=CC=CC=2)(C2C=CC=CC=2)C2C=CC=CC=2)(C2C=CC=CC=2)C2C=CC=CC=2)=CC=1>[C:1]([O:5][C:6]([NH:8][CH:9]1[CH2:14][CH2:13][N:12]([C:15]([O:17][CH2:18][C:19]2[CH:24]=[C:23]([C:25]([F:28])([F:27])[F:26])[CH:22]=[C:21]([C:30]#[N:31])[CH:20]=2)=[O:16])[CH2:11][CH2:10]1)=[O:7])([CH3:4])([CH3:3])[CH3:2] |f:2.3.4,^1:43,45,64,83|. Procedure: 3-Bromo-5-(trifluoromethyl)benzyl 4-((tert-butoxycarbonyl)amino)piperidine-1-carboxylate (Example 63, step 2) (214 mg, 0.445 mmol), zinc cyanide (26.1 mg, 0.222 mmol) and Pd(PPh3)4 (20.5 mg, 0.018 mmol) were dissolved in DMF (4 ml) and the vial flushed with nitrogen. The mixture was heated in the microwave at 150° C. for 10 mins, then cooled and diluted with EtOAc (30 ml). This was washed with a saturated solution of brine, dried over MgSO4, filtered and concentrated under reduced pressure. Puri... The reactants are CN(C)C=O, O=C(OCc1ccccc1)c1c(O)cccc1Cl, COc1nc(Cl)nc(OC)n1, [H-], [Na+]. Product: COc1nc(OC)nc(Oc2cccc(Cl)c2C(=O)OCc2ccccc2)n1. Reaction SMILES: [CH3:32][N:33]([CH3:34])[CH:35]=[O:36].[Cl:1][c:2]1[cH:3][cH:4][cH:5][c:6]([OH:18])[c:7]1[C:8](=[O:9])[O:10][CH2:11][c:12]1[cH:13][cH:14][cH:15][cH:16][cH:17]1.[Cl:21][c:22]1[n:23][c:24]([O:30][CH3:31])[n:25][c:26]([O:28][CH3:29])[n:27]1.[H-:19].[Na+:20]>>[Cl:1][c:2]1[cH:3][cH:4][cH:5][c:6]([O:18][c:22]2[n:23][c:24]([O:30][CH3:31])[n:25][c:26]([O:28][CH3:29])[n:27]2)[c:7]1[C:8](=[O:9])[O:10][CH2:11][c:12]1[cH:13][cH:14][cH:15][cH:16][cH:17]1. Reactants: NC1=NC=C(C(=N1)C1=CC(=C(N1COCC[Si](C)(C)C)C1=C(C=CC(=C1)Cl)C)C(=O)OCC)C#C[Si](C)(C)C (Ethyl 5-{2-amino-5-[(trimethylsilyl)ethynyl]pyrimidin-4-yl}-2-(5-chloro-2-methylphenyl)-1-{[2-(trimethylsilyl)ethoxy]methyl}-1H-pyrrole-3-carboxylate), solution, [OH-].[K+] (potassium hydroxide), CCO (EtOH). Run at temperature 50 celsius, time 8 hour. The product is NC1=NC=C(C(=N1)C1=CC(=C(N1COCC[Si](C)(C)C)C1=C(C=CC(=C1)Cl)C)C(=O)O)C#C (5-(2-Amino-5-ethynylpyrimidin-4-yl)-2-(5-chloro-2-methylphenyl)-1-{[2-(trimethylsilyl)ethoxy]methyl}-1H-pyrrole-3-carboxylic acid). The yield is 95.0%. RXN SMILES: [NH2:1][C:2]1[N:7]=[C:6]([C:8]2[N:12]([CH2:13][O:14][CH2:15][CH2:16][Si:17]([CH3:20])([CH3:19])[CH3:18])[C:11]([C:21]3[CH:26]=[C:25]([Cl:27])[CH:24]=[CH:23][C:22]=3[CH3:28])=[C:10]([C:29]([O:31]CC)=[O:30])[CH:9]=2)[C:5]([C:34]#[C:35][Si](C)(C)C)=[CH:4][N:3]=1.[OH-].[K+].CCO>>[NH2:1][C:2]1[N:7]=[C:6]([C:8]2[N:12]([CH2:13][O:14][CH2:15][CH2:16][Si:17]([CH3:18])([CH3:19])[CH3:20])[C:11]([C:21]3[CH:26]=[C:25]([Cl:27])[CH:24]=[CH:23][C:22]=3[CH3:28])=[C:10]([C:29]([OH:31])=[O:30])[CH:9]=2)[C:5]([C:34]#[CH:35])=[CH:4][N:3]=1 |f:1.2|. Procedure: Ethyl 5-{2-amino-5-[(trimethylsilyl)ethynyl]pyrimidin-4-yl}-2-(5-chloro-2-methylphenyl)-1-{[2-(trimethylsilyl)ethoxy]methyl}-1H-pyrrole-3-carboxylate (466 mg, 0.8 mmol) was treated with a 1.5 M solution of potassium hydroxide in 95% EtOH (5.33 mL, 8 mmol) and stirred at 50° C. overnight. After cooling, the residue was concentrated, dissolved in water and washed with DCM. The aqueous layer was acidified until pH<1 with the addition of 2 N HCl and extracted with EtOAc (3×). The combined organic la... The reactants are S(N)(=O)(=O)C1=CC2=C(CNCC2)S1 (2-sulfamoyl-4,5,6,7-tetrahydrothieno[2,3-c]pyridine), C1CO1 (ethylene oxide). The solvent is CO (methanol), C(C)#N (acetonitrile). Conditions: time 18 hour. Yields the product S(N)(=O)(=O)C1=CC2=C(CN(CC2)CCO)S1 (2-Sulfamoyl-6-(2-hydroxyethyl)-4,5,6,7-tetrahydrothieno[2,3-c]pyridine). The yield is 80.0%. Reaction SMILES: [S:1]([C:5]1[S:13][C:8]2[CH2:9][NH:10][CH2:11][CH2:12][C:7]=2[CH:6]=1)(=[O:4])(=[O:3])[NH2:2].[CH2:14]1[O:16][CH2:15]1>CO.C(#N)C>[S:1]([C:5]1[S:13][C:8]2[CH2:9][N:10]([CH2:14][CH2:15][OH:16])[CH2:11][CH2:12][C:7]=2[CH:6]=1)(=[O:3])(=[O:4])[NH2:2]. Procedure details: Into a solution of 2-sulfamoyl-4,5,6,7-tetrahydrothieno[2,3-c]pyridine (1.74 g, 8.0 mmol) in methanol (25 ml) and acetonitrile (50 ml) was bubbled ethylene oxide gas for 10 minutes. The reaction vessel was stoppered and the mixture was stirred for 18 hours. The precipitated product was collected by filtration. The filtrates were concentrated to provide additional product (total weight, 2.02 g). This material was crystallized from acetonitrile to give 1.67 g (80% yield) of pure product; m.p. 184°... The reactants are C(C1=CC=CC=C1)OC(=O)N1C(C[C@@H](C1)O)=O ((4S)-N-benzyloxycarbonyl-4-hydroxy-2-pyrrolidone), [Si](C)(C)(C(C)(C)C)Cl (t-butyldimethylsilyl chloride), N1C=NC=C1 (imidazole). Run in CN(C=O)C (dimethylformamide). Reaction conditions: time 17 hour. Yields the product C(C1=CC=CC=C1)OC(=O)N1C(C[C@@H](C1)O[Si](C)(C)C(C)(C)C)=O ((4S)-N-benzyloxycarbonyl-4-t-butyldimethylsilyloxy-2-pyrrolidone). The yield is 92.8%. Reaction SMILES: [CH2:1]([O:8][C:9]([N:11]1[CH2:15][C@@H:14]([OH:16])[CH2:13][C:12]1=[O:17])=[O:10])[C:2]1[CH:7]=[CH:6][CH:5]=[CH:4][CH:3]=1.[Si:18](Cl)([C:21]([CH3:24])([CH3:23])[CH3:22])([CH3:20])[CH3:19].N1C=CN=C1>CN(C)C=O>[CH2:1]([O:8][C:9]([N:11]1[CH2:15][C@@H:14]([O:16][Si:18]([C:21]([CH3:24])([CH3:23])[CH3:22])([CH3:20])[CH3:19])[CH2:13][C:12]1=[O:17])=[O:10])[C:2]1[CH:7]=[CH:6][CH:5]=[CH:4][CH:3]=1. Procedure: A mixture of (4S)-N-benzyloxycarbonyl-4-hydroxy-2-pyrrolidone (116 g), t-butyldimethylsilyl chloride (81.4 g), imidazole (67.4 g) and dimethylformamide (350 ml) is stirred at room temperature for 17 hours, and the solvent is evaporated in vacuo. To the residue is added ethyl acetate, and the mixture is washed with water, dried and concentrated under reduced pressure. The residue is purified by silica gel column chromatography (eluent, n-hexane : ethyl acetate =4:1 to 2:1) to give (4S)-N-benzylox...